Dataset: the Open Reaction Database (ORD), a public repository of structured organic reaction records. Task: describe an organic reaction: reactants, conditions, products, and yield Starting materials: CC(=O)OC1(C(C)=O)CCC2C3C4OC4C4=CC(=O)OC(O)C4(C)C3CCC21C, CCOC(C)=O, O=C([O-])O, Cl, [Na+]. Product: CC(=O)OC1(C(C)=O)CCC2C3C(O)C(Cl)C4=CC(=O)OC(O)C4(C)C3CCC21C. Reaction SMILES: [C:1]([CH3:2])(=[O:3])[O:4][C:5]1([C:6]([CH3:7])=[O:8])[CH2:9][CH2:10][CH:11]2[CH:12]3[CH:13]4[CH:14]([C:15]5=[CH:16][C:17](=[O:28])[O:18][CH:19]([OH:27])[C:20]5([CH3:21])[CH:22]3[CH2:23][CH2:24][C:25]12[CH3:26])[O:29]4.[C:30]([O:31][CH2:32][CH3:33])(=[O:34])[CH3:35].[C:37](=[O:38])([O-:39])[OH:40].[ClH:36].[Na+:41]>>[C:1]([CH3:2])(=[O:3])[O:4][C:5]1([C:6]([CH3:7])=[O:8])[CH2:9][CH2:10][CH:11]2[CH:12]3[CH:13]([OH:29])[CH:14]([Cl:36])[C:15]4=[CH:16][C:17](=[O:28])[O:18][CH:19]([OH:27])[C:20]4([CH3:21])[CH:22]3[CH2:23][CH2:24][C:25]12[CH3:26]. Starting materials: C[C@@H]1CC[C@H]([C@@H](C1)O)C(C)C (L-menthol), sugar, C12(C(CC(CC1)C2(C)C)O)C (Borneol), OC[C@H](O)[C@@H](O)[C@H](O)[C@H](O)CO (d-sorbitol), COC(=O)[C@H](CC=1C=CC=CC1)NC(=O)[C@H](CC(=O)O)N (ASPARTAME). Run in OCC(O)CO (glycerin), C(C)O (ethanol). Run at time 1 hour. The product is C12(C(CC(CC1)C2(C)C)(O)CCO)C (Borneol-ethanol). As a reaction SMILES: [OH:1][CH2:2][C@@H:3]([C@H]([C@@H]([C@@H](CO)O)O)O)O.COC([C@@H](NC([C@@H](N)CC(O)=O)=O)CC1C=CC=CC=1)=O.[C:34]12([CH3:44])[C:40]([CH3:42])([CH3:41])[CH:37]([CH2:38][CH2:39]1)[CH2:36][CH:35]2[OH:43].C[C@H]1C[C@@H](O)[C@H](C(C)C)CC1>C(O)C.OCC(CO)O>[C:34]12([CH3:44])[C:40]([CH3:41])([CH3:42])[CH:37]([CH2:38][CH2:39]1)[CH2:36][C:35]2([CH2:3][CH2:2][OH:1])[OH:43]. Procedure: Thereafter, the warm aqueous mixture is filtered by using 100 mesh sieve and residues from the first filtration are extracted with. 20 l of water at a temperature of 80°-100° C. for 1 hour and condensed and under the reduced. Pressure to produce about 15 l of a natural substance extract. After 76.7 g of Bezoar bovis and 63.3 g of Moschus are dried on a silicagel desiccator for 24 hours and ground into microparticle size in a grinder to form a microparticle mixture by using 140 mesh sieve to make... Starting materials: C(C)(C)(C)OC([C@H](C)NC(=O)C1=CN=C2N1[C@](C(N2C2=CC(=CC(=C2)Cl)Cl)=O)(C)CC2=CC=C(C=C2)Br)=O ((S)-2-{[(R)-5-(4-bromo-benzyl)-7-(3,5-dichloro-phenyl)-5-methyl-6-oxo-6,7-dihydro-5H-imidazo[1,2-a]imidazole-3-carbonyl]-amino}-propionic acid tert-butyl ester), FC1=CC=C(C=C1)B(O)O (4-fluorophenyl boronic acid), C(=O)([O-])[O-].[K+].[K+] (K2CO3). The reagents and catalysts are C1=CC=C(C=C1)P([C-]2C=CC=C2)C3=CC=CC=C3.C1=CC=C(C=C1)P([C-]2C=CC=C2)C3=CC=CC=C3.Cl[Pd]Cl.[Fe+2] (PdCl2(dppf)). Run in COCCOC (DME), [NH4+].[Cl-] (NH4Cl). Conditions: temperature 80 celsius. The product is C(C)(C)(C)OC([C@H](C)NC(=O)C1=CN=C2N1[C@](C(N2C2=CC(=CC(=C2)Cl)Cl)=O)(C)CC2=CC=C(C=C2)C2=CC=C(C=C2)F)=O ((S)-2-{[(R)-7-(3,5-dichloro-phenyl)-5-(4′-fluoro-biphenyl-4-ylmethyl)-5-methyl-6-oxo-6,7-dihydro-5H-imidazo[1,2-a]imidazole-3-carbonyl]-amino}-propionic acid tert-butyl ester). Isolated yield 73.5%. Reaction SMILES: [C:1]([O:5][C:6](=[O:38])[C@@H:7]([NH:9][C:10]([C:12]1[N:16]2[C@@:17]([CH2:30][C:31]3[CH:36]=[CH:35][C:34](Br)=[CH:33][CH:32]=3)([CH3:29])[C:18](=[O:28])[N:19]([C:20]3[CH:25]=[C:24]([Cl:26])[CH:23]=[C:22]([Cl:27])[CH:21]=3)[C:15]2=[N:14][CH:13]=1)=[O:11])[CH3:8])([CH3:4])([CH3:3])[CH3:2].[F:39][C:40]1[CH:45]=[CH:44][C:43](B(O)O)=[CH:42][CH:41]=1.C([O-])([O-])=O.[K+].[K+]>COCCOC.[NH4+].[Cl-].C1C=CC(P(C2C=CC=CC=2)[C-]2C=CC=C2)=CC=1.C1C=CC(P(C2C=CC=CC=2)[C-]2C=CC=C2)=CC=1.Cl[Pd]Cl.[Fe+2]>[C:1]([O:5][C:6](=[O:38])[C@@H:7]([NH:9][C:10]([C:12]1[N:16]2[C@@:17]([CH2:30][C:31]3[CH:36]=[CH:35][C:34]([C:43]4[CH:44]=[CH:45][C:40]([F:39])=[CH:41][CH:42]=4)=[CH:33][CH:32]=3)([CH3:29])[C:18](=[O:28])[N:19]([C:20]3[CH:25]=[C:24]([Cl:26])[CH:23]=[C:22]([Cl:27])[CH:21]=3)[C:15]2=[N:14][CH:13]=1)=[O:11])[CH3:8])([CH3:4])([CH3:3])[CH3:2] |f:2.3.4,6.7,8.9.10.11|. Procedure: A solution of (S)-2-{[(R)-5-(4-bromo-benzyl)-7-(3,5-dichloro-phenyl)-5-methyl-6-oxo-6,7-dihydro-5H-imidazo[1,2-a]imidazole-3-carbonyl]-amino}-propionic acid tert-butyl ester (0.20 g, 0.32 mmol), 4-fluorophenyl boronic acid (0.059 g, 0.43 mmol) and K2CO3 (0.15 g, 1.1 mmol) in DME (5 mL) was degassed under N2 for 10 minutes. To this was added PdCl2(dppf) (5 mg) and the mixture heated at 80° C. for 12 h. The resulting black mixture was cooled to room temperature, diluted with saturated NH4Cl and ex... Reactants: [Cl-].[NH4+] (ammonium chloride), Grignard reagent, [Mg] (magnesium), BrCCCOCC1=CC=C(C=C1)OC (1-bromo-3-p-methoxybenzyloxy propane), C(#N)C1=CC2=C(OC(C=C2N2C(C=C(C=C2)C=O)=O)(C)C)C=C1 (6-cyano-2,2-dimethyl-4-(1,2-dihydro-2-oxo-4-formyl-1-pyridinyl)-2H-benzo[b]pyran). The solvent is O1CCCC1 (tetrahydrofuran), O1CCCC1 (tetrahydrofuran). Reaction conditions: time 1 hour. Product: C(#N)C1=CC2=C(OC(C=C2N2C(C=C(C=C2)C(CCCOCC2=CC=C(C=C2)OC)O)=O)(C)C)C=C1 (6-cyano-2,2-dimethyl-4-{1,2-dihydro-2-oxo-4-(1-hydroxy-4 -p-methoxybenzyloxybutyl)-1-pyridinyl}-2H-benzo[b]pyran). The yield is 58.8%. As a reaction SMILES: [C:1]([C:3]1[CH:23]=[CH:22][C:6]2[O:7][C:8]([CH3:21])([CH3:20])[CH:9]=[C:10]([N:11]3[CH:16]=[CH:15][C:14]([CH:17]=[O:18])=[CH:13][C:12]3=[O:19])[C:5]=2[CH:4]=1)#[N:2].[Mg].Br[CH2:26][CH2:27][CH2:28][O:29][CH2:30][C:31]1[CH:36]=[CH:35][C:34]([O:37][CH3:38])=[CH:33][CH:32]=1.[Cl-].[NH4+]>O1CCCC1>[C:1]([C:3]1[CH:23]=[CH:22][C:6]2[O:7][C:8]([CH3:20])([CH3:21])[CH:9]=[C:10]([N:11]3[CH:16]=[CH:15][C:14]([CH:17]([OH:18])[CH2:26][CH2:27][CH2:28][O:29][CH2:30][C:31]4[CH:32]=[CH:33][C:34]([O:37][CH3:38])=[CH:35][CH:36]=4)=[CH:13][C:12]3=[O:19])[C:5]=2[CH:4]=1)#[N:2] |f:3.4|. Procedure details: Forty milliliters of an anhydrous tetrahydrofuran solution containing 1.53 g of 6-cyano-2,2-dimethyl-4-(1,2-dihydro-2-oxo-4-formyl-1-pyridinyl)-2H-benzo[b]pyran, obtained in Example 25, is added at 0° C. to a Grignard reagent solution prepared from 0.19 g of magnesium and 1.94 g of 1-bromo-3-p-methoxybenzyloxy propane in 5 ml anhydrous tetrahydrofuran, and the resulting mixture is reacted first at that temperature for 10 minutes and then at room temperature for one hour. After stopping the react... Reactants: C1CCOC1, CC(C)=CCBr, Cc1cccc2nc(-c3c(F)cccc3F)[nH]c12, [H-], [Na+]. Yields the product CC(C)=CCn1c(-c2c(F)cccc2F)nc2c(C)cccc21. As a reaction SMILES: [CH2:27]1[O:28][CH2:29][CH2:30][CH2:31]1.[CH3:19][C:20](=[CH:21][CH2:22][Br:23])[CH3:24].[F:1][c:2]1[c:3](-[c:9]2[nH:10][c:11]3[c:12]([n:13]2)[cH:14][cH:15][cH:16][c:17]3[CH3:18])[c:4]([F:8])[cH:5][cH:6][cH:7]1.[H-:26].[Na+:25]>>[F:1][c:2]1[c:3](-[c:9]2[n:10][c:11]3[c:12]([n:13]2[CH2:22][CH:21]=[C:20]([CH3:19])[CH3:24])[cH:14][cH:15][cH:16][c:17]3[CH3:18])[c:4]([F:8])[cH:5][cH:6][cH:7]1. Starting materials: C(C1=CC=CC=C1)(C1=CC=CC=C1)(C1=CC=CC=C1)N[C@H]1C=C[C@H](C1)C(=O)OC (methyl (1S,4R)-4-(tritylamino)cyclopent-2-ene-1-carboxylate), N12CCCCCC2=NCCC1 (1,8-diazabicyclo[5.4.0]undec-7-ene). Run in C(Cl)Cl (methylene chloride), C(Cl)Cl (methylene chloride). Conditions: temperature 40 celsius, time 19 hour. The product is C(C1=CC=CC=C1)(C1=CC=CC=C1)(C1=CC=CC=C1)N[C@H]1CC=C(C1)C(=O)OC (Methyl (4S)-4-(tritylamino)cyclopent-1-ene-1-carboxylate). As a reaction SMILES: [C:1]([NH:20][C@@H:21]1[CH2:25][C@H:24]([C:26]([O:28][CH3:29])=[O:27])[CH:23]=[CH:22]1)([C:14]1[CH:19]=[CH:18][CH:17]=[CH:16][CH:15]=1)([C:8]1[CH:13]=[CH:12][CH:11]=[CH:10][CH:9]=1)[C:2]1[CH:7]=[CH:6][CH:5]=[CH:4][CH:3]=1.N12CCCN=C1CCCCC2>C(Cl)Cl>[C:1]([NH:20][C@@H:21]1[CH2:25][C:24]([C:26]([O:28][CH3:29])=[O:27])=[CH:23][CH2:22]1)([C:8]1[CH:9]=[CH:10][CH:11]=[CH:12][CH:13]=1)([C:14]1[CH:19]=[CH:18][CH:17]=[CH:16][CH:15]=1)[C:2]1[CH:3]=[CH:4][CH:5]=[CH:6][CH:7]=1. Procedure: A reactor was charged with a solution of methyl (1S,4R)-4-(tritylamino)cyclopent-2-ene-1-carboxylate (4.75 kg, 12.4 mol) in methylene chloride. The reactor was charged with additional methylene chloride (15 L) to bring the total volume to 23.8 L. To the stirred solution was added 1,8-diazabicyclo[5.4.0]undec-7-ene (4.82 L, 32.2 mol). The reaction mixture was warmed to 40° C., with stirring for 16 to 22 h. 1H NMR (CDCl3) analysis of a small sample of the reaction mixture confirmed the formation o... The reactants are Cl.Cl.Cl.S1C=CC=2C1=C(N=CC2)N2CCN(CC2)CC[C@@H]2CC[C@H](CC2)N (trans-4-[2-(4-thieno[2,3-c]pyridin-7-yl-piperazin-1-yl)-ethyl]-cyclohexylamine trihydrochloride), Cl.Cl.Cl.S1C=CC=2C1=C(N=CC2)N2CCN(CC2)CC[C@@H]2CC[C@H](CC2)N (trans-4-[2-(4-thieno[2,3-c]pyridin-7-yl-piperazin-1-yl)-ethyl]-cyclohexylamine trihydrochloride), C(CC)(=O)O (propionic acid), CCN(C(C)C)C(C)C (iPr2NEt), CN(C)C(=[N+](C)C)ON1C2=C(C=CC=C2)N=N1.[B-](F)(F)(F)F (TBTU), C(=O)(O)[O-].[Na+] (NaHCO3). Solvent: CN(C)C=O (DMF). The product is S1C=CC=2C1=C(N=CC2)N2CCN(CC2)CC[C@@H]2CC[C@H](CC2)NC(CC)=O (N-{trans-4-[2-(4-Thieno[2,3-c]pyridin-7-yl-piperazin-1-yl)-ethyl]-cyclohexyl}-propionamide). Isolated yield 82.4%. As a reaction SMILES: Cl.Cl.Cl.[S:4]1[C:8]2=[C:9]([N:13]3[CH2:18][CH2:17][N:16]([CH2:19][CH2:20][C@H:21]4[CH2:26][CH2:25][C@H:24]([NH2:27])[CH2:23][CH2:22]4)[CH2:15][CH2:14]3)[N:10]=[CH:11][CH:12]=[C:7]2[CH:6]=[CH:5]1.[C:28](O)(=[O:31])[CH2:29][CH3:30].CCN(C(C)C)C(C)C.CN(C(ON1N=NC2C=CC=CC1=2)=[N+](C)C)C.[B-](F)(F)(F)F.C([O-])(O)=O.[Na+]>CN(C=O)C>[S:4]1[C:8]2=[C:9]([N:13]3[CH2:18][CH2:17][N:16]([CH2:19][CH2:20][C@H:21]4[CH2:26][CH2:25][C@H:24]([NH:27][C:28](=[O:31])[CH2:29][CH3:30])[CH2:23][CH2:22]4)[CH2:15][CH2:14]3)[N:10]=[CH:11][CH:12]=[C:7]2[CH:6]=[CH:5]1 |f:0.1.2.3,6.7,8.9|. Procedure: A mixture in DMF (1 ml) of trans-4-[2-(4-thieno[2,3-c]pyridin-7-yl-piperazin-1-yl)-ethyl]-cyclohexylamine trihydrochloride (intermediate A; 90 mg, 0.20 mmol), propionic acid (15 mg, 0.20), iPr2NEt (103 mg, 0.80 mmol) and TBTU (67 mg, 0.21 mmol) was stirred 18 h at room temperature. Sat. aq. NaHCO3 sol. was added and the product was extracted with EtOAc (3×). The organic layers were washed with water and brine, dried (MgSO4) and the solvent was evaporated. The crude product was purified by flash ... The reactants are 34.20, COC1=CC=C(C=C1)OC (1,4-dimethoxybenzene), [N+](=O)(O)[O-] (nitric acid). Run in O (water). The product is [N+](=O)([O-])C1=C(C=CC(=C1)OC)OC (2-Nitro-1,4-dimethoxybenzene). Reaction SMILES: [N+:1]([O-:4])(O)=[O:2].[CH3:5][O:6][C:7]1[CH:12]=[CH:11][C:10]([O:13][CH3:14])=[CH:9][CH:8]=1>O>[N+:1]([C:11]1[CH:12]=[C:7]([O:6][CH3:5])[CH:8]=[CH:9][C:10]=1[O:13][CH3:14])([O-:4])=[O:2]. Procedure details: To a mixture of 100 ml concentrated nitric acid and 200 ml water is added 34.20 (0.30 mole) 1,4-dimethoxybenzene over a period of half an hour. After an additional fifteen minutes of stirring, the mixture is poured over ice. The resulting crystals are collected by filtration and crystallized from ethanol yielding bright yellow needles with a melting point of 68°-70° C. The reactants are NCC(=O)OCC (ethyl glycinate), NC1=C(C=O)C=C(C=C1C)C=1C=CC(=NC1)O (2-amino-5-(2-hydroxypyrid-5-yl)-3-methylbenzaldehyde), [H][H] (hydrogen). The reagents and catalysts are [Pd] (Pd/C). The product is NC1=C(CNCC(=O)OCC)C=C(C=C1C)C=1C=CC(=NC1)O (Ethyl N-(2-amino-3-methyl-5-[2-hydroxypyrid-5-yl]benzyl)glycinate). As a reaction SMILES: [NH2:1][CH2:2][C:3]([O:5][CH2:6][CH3:7])=[O:4].[NH2:8][C:9]1[C:16]([CH3:17])=[CH:15][C:14]([C:18]2[CH:19]=[CH:20][C:21]([OH:24])=[N:22][CH:23]=2)=[CH:13][C:10]=1[CH:11]=O.[H][H]>[Pd]>[NH2:8][C:9]1[C:16]([CH3:17])=[CH:15][C:14]([C:18]2[CH:19]=[CH:20][C:21]([OH:24])=[N:22][CH:23]=2)=[CH:13][C:10]=1[CH2:11][NH:1][CH2:2][C:3]([O:5][CH2:6][CH3:7])=[O:4]. Procedure details: The title compound was prepared similarly to Preparation 25 using ethyl glycinate and 2-amino-5-(2-hydroxypyrid-5-yl)-3-methylbenzaldehyde followed by hydrogen over Pd/C: ##STR58##